Task: describe an organic reaction: reactants, conditions, products, and yield. Dataset: the Open Reaction Database (ORD), a public repository of structured organic reaction records Product: CCC(=O)N=S(C)(=O)c1ccc(N)cc1. The reactants are CCO, CCC(=O)N=S(C)(=O)c1ccc([N+](=O)[O-])cc1. As a reaction SMILES: [CH3:18][CH2:19][OH:20].[N+:1]([O-:2])(=[O:3])[c:4]1[cH:5][cH:6][c:7]([S:10](=[O:11])(=[N:12][C:13]([CH2:14][CH3:15])=[O:16])[CH3:17])[cH:8][cH:9]1>>[NH2:1][c:4]1[cH:5][cH:6][c:7]([S:10](=[O:11])(=[N:12][C:13]([CH2:14][CH3:15])=[O:16])[CH3:17])[cH:8][cH:9]1. The reactants are COc1ccc(N(C(=O)CN2C(=O)C(COCc3ccccc3)C(=O)N(c3ccccc3)c3ccccc32)C(C)C)cc1, CCCCCC, CCOC(C)=O. The product is COc1ccc(N(C(=O)CN2C(=O)C(CO)C(=O)N(c3ccccc3)c3ccccc32)C(C)C)cc1. RXN SMILES: [CH2:1]([c:2]1[cH:3][cH:4][cH:5][cH:6][cH:7]1)[O:8][CH2:9][CH:10]1[C:11](=[O:43])[N:12]([c:37]2[cH:38][cH:39][cH:40][cH:41][cH:42]2)[c:13]2[c:14]([cH:33][cH:34][cH:35][cH:36]2)[N:15]([CH2:18][C:19](=[O:20])[N:21]([c:22]2[cH:23][cH:24][c:25]([O:28][CH3:29])[cH:26][cH:27]2)[CH:30]([CH3:31])[CH3:32])[C:16]1=[O:17].[CH3:44][CH2:45][CH2:46][CH2:47][CH2:48][CH3:49].[CH3:50][CH2:51][O:52][C:53]([CH3:54])=[O:55]>>[OH:8][CH2:9][CH:10]1[C:11](=[O:43])[N:12]([c:37]2[cH:38][cH:39][cH:40][cH:41][cH:42]2)[c:13]2[c:14]([cH:33][cH:34][cH:35][cH:36]2)[N:15]([CH2:18][C:19](=[O:20])[N:21]([c:22]2[cH:23][cH:24][c:25]([O:28][CH3:29])[cH:26][cH:27]2)[CH:30]([CH3:31])[CH3:32])[C:16]1=[O:17]. Reaction SMILES: [C:21](=[O:22])([O-:23])[O-:24].[CH3:28][N:29]([CH3:30])[CH:31]=[O:32].[Cl:12][c:13]1[n:14][cH:15][c:16]([CH2:19][Cl:20])[cH:17][cH:18]1.[F:1][C:2]([CH2:3][CH2:4][CH:5]([C:6]#[N:7])[C:8]#[N:9])([F:10])[F:11].[K+:25].[K+:26].[OH2:27]>>[F:1][C:2]([CH2:3][CH2:4][C:5]([C:6]#[N:7])([C:8]#[N:9])[CH2:19][c:16]1[cH:15][n:14][c:13]([Cl:12])[cH:18][cH:17]1)([F:10])[F:11]. Starting materials: O=C([O-])[O-], CN(C)C=O, ClCc1ccc(Cl)nc1, N#CC(C#N)CCC(F)(F)F, [K+], [K+], O. The product is N#CC(C#N)(CCC(F)(F)F)Cc1ccc(Cl)nc1. The reactants are ClC1=C(C=O)C=CC=C1Cl (2,3-dichlorobenzaldehyde), Cl (HCl), C(CC#N)#N (malononitrile), [BH4-].[Na+] (Sodium borohydride). Run in O (water), C(C)O (Ethanol), CCO (EtOH). Run at time 18 hour. Yields the product ClC1=C(C=CC=C1Cl)CC(C#N)C#N ([(2,3-dichlorophenyl)methyl]propanedinitrile). Isolated yield 87.3%. RXN SMILES: [C:1](#[N:5])[CH2:2][C:3]#[N:4].[Cl:6][C:7]1[C:14]([Cl:15])=[CH:13][CH:12]=[CH:11][C:8]=1[CH:9]=O.[BH4-].[Na+].Cl>C(O)C.O>[Cl:6][C:7]1[C:14]([Cl:15])=[CH:13][CH:12]=[CH:11][C:8]=1[CH2:9][CH:2]([C:1]#[N:5])[C:3]#[N:4] |f:2.3|. Procedure details: To a mixture of malononitrile (2.64 g, 40 mmol) in 95% Ethanol (50 mL) was added 2,3-dichlorobenzaldehyde (7.00 g, 40.0 mmol). The reaction was stirred at rt for 18 h. EtOH (20 mL) was added and the mixture was stirred at rt for 20 min and cooled to 0° C. in an ice bath. Sodium borohydride (0.424 g, 11.20 mmol) was introduced to the vigorously stirred mixture and the reduction was complete in about 10 min. To the reaction mixture was added water (40 mL). 1N HCl was added in to quench the excess ... Reactants: CN1CC[C@]23[C@@H]4[C@H]1CC5=C2C(=C(C=C5)OC)O[C@H]3[C@H](C=C4)OC (codeine methyl ether), γ-MnO2, γ-MnO2. The solvent is C1CCOC1 (THF). Conditions: time 24 hour. Yields the product CN1CC[C@]23C4=C5C=CC(=C4O[C@H]2C(=CC=C3[C@H]1C5)OC)OC (thebaine). Isolated yield 66.5%. As a reaction SMILES: [CH3:1][N:2]1[C@@H:7]2[CH2:8][C:9]3[CH:14]=[CH:13][C:12]([O:15][CH3:16])=[C:11]4[O:17][C@H:18]5[C@@H:19]([O:22][CH3:23])[CH:20]=[CH:21][C@@H:6]2[C@:5]5([C:10]=34)[CH2:4][CH2:3]1>C1COCC1>[CH3:1][N:2]1[C@@H:7]2[CH2:8][C:9]3[CH:14]=[CH:13][C:12]([O:15][CH3:16])=[C:11]4[O:17][C@H:18]5[C:19]([O:22][CH3:23])=[CH:20][CH:21]=[C:6]2[C@:5]5([C:10]=34)[CH2:4][CH2:3]1. Procedure details: A solution of codeine methyl ether (343 mg, 1.00 mmol) in THF (10 ml, distilled from LiAlH4) was shaken vigorously with γ-MnO2 (440 mg, 5.0 mmol) under a nitrogen atmosphere at room temperature. Further portions of γ-MnO2 (440 mg, 5.0 mmol) were added at intervals of 1, 3, 5, and 10 hr. After 24 hr. the black mixture was filtered through a fine sintered glass funnel, the residue was washed with THF (4 × 50 ml), and the washings were combined with the original filtrate and evaporated to give 207 ... Starting materials: C1(=CC=CC=C1)CCCCCCC(=O)C=1SC(=CN1)C1=CC=CC(=N1)C(=O)OC (Methyl 6-(2-(7-Phenylheptanoyl)-thiazol-5-yl)-picolinate). Run in CC(=O)O.CCOC(=O)C (AcOH EtOAc). Yields the product C1(=CC=CC=C1)CCCCCCC(=O)C=1SC(=CN1)C1=CC=CC(=N1)C(=O)O (6-(2-(7-Phenylheptanoyl)thiazol-5-yl)-picolinic Acid). The yield is 85.6%. RXN SMILES: [C:1]1([CH2:7][CH2:8][CH2:9][CH2:10][CH2:11][CH2:12][C:13]([C:15]2[S:16][C:17]([C:20]3[N:25]=[C:24]([C:26]([O:28]C)=[O:27])[CH:23]=[CH:22][CH:21]=3)=[CH:18][N:19]=2)=[O:14])[CH:6]=[CH:5][CH:4]=[CH:3][CH:2]=1>CC(O)=O.CCOC(C)=O>[C:1]1([CH2:7][CH2:8][CH2:9][CH2:10][CH2:11][CH2:12][C:13]([C:15]2[S:16][C:17]([C:20]3[N:25]=[C:24]([C:26]([OH:28])=[O:27])[CH:23]=[CH:22][CH:21]=3)=[CH:18][N:19]=2)=[O:14])[CH:6]=[CH:5][CH:4]=[CH:3][CH:2]=1 |f:1.2|. Procedure: The title compound was prepared from 11f (6.8 mg, 0.016 mmol) following general procedure A. Flash chromatography (SiO2, 0.5×6 cm, 0-2% AcOH-EtOAc) afforded the title compound (5.4 mg, 86%) as a white solid: 1H NMR (CDCl3, 400 MHz) δ 10.51 (s, 1H(—OH)), 8.46 (s, 1H), 8.23 (dd, 1H, J=0.9, 7.6 Hz), 8.07 (t, 1H, J=7.8 Hz), 8.00 (dd, 1H, J=0.9, 7.9 Hz), 7.27 (m, 2H), 7.17 (m, 3H), 3.16 (t, 2H, J=7.4 Hz), 2.61 (t, 2H, J=7.7 Hz), 1.79 (m, 2H), 1.65 (m, 2H), 1.42 (m, 4H); 13C NMR (CDCl3, 150 MHz) δ 194... The reactants are [Na] (sodium), N(N)C=1SC2=C(N1)C=CC=C2 (2-hydrazinobenzothiazole), C(C(=C)C)#N (methacrylonitrile). Solvent: C(C)O (ethanol). The product is NC1=NN(CC1C)C=1SC2=C(N1)C=CC=C2 (2-(3-Amino-4-methyl-2-pyrazolin-1-yl)benzothiazole). RXN SMILES: [Na].[NH:2]([C:4]1[S:5][C:6]2[CH:12]=[CH:11][CH:10]=[CH:9][C:7]=2[N:8]=1)[NH2:3].[C:13](#[N:17])[C:14]([CH3:16])=[CH2:15]>C(O)C>[NH2:17][C:13]1[CH:14]([CH3:16])[CH2:15][N:2]([C:4]2[S:5][C:6]3[CH:12]=[CH:11][CH:10]=[CH:9][C:7]=3[N:8]=2)[N:3]=1 |^1:0|. Procedure details: A 0.5 g. amount of sodium metal is dissolved in 100 ml. of absolute ethanol, then 16.5 g. of 2-hydrazinobenzothiazole is added followed by 6.7 g. of methacrylonitrile. The reaction mixture is refluxed for 4 hours, then is cooled. Some of the ethanol is removed in vacuo and the precipitate is collected by filtration to give 20.6 g. of the desired product as colorless prisms, m.p. 207°-209° C. The reactants are C(C)C1(OCCC2=C1NC1=C(C=CC=C21)CC)CC(=O)N (2-(1,8-Diethyl-1,3,4,9-tetrahydropyrano[3,4-b]indol-1-yl)-acetamide), [H-].[H-].[H-].[H-].[Li+].[Al+3] (LiAlH4), [H-].[H-].[H-].[H-].[Li+].[Al+3] (LiAlH4). Run in C1CCOC1 (THF), C1CCOC1 (THF), C1CCOC1 (THF). Run at time 2 hour. Yields the product C(C)C1(OCCC2=C1NC1=C(C=CC=C21)CC)CC=N (2-(1,8-Diethyl-1,3,4,9-tetrahydropyrano[3,4-b]indol-yl)-ethylideneamine). The yield is 35.2%. RXN SMILES: [CH2:1]([C:3]1([CH2:18][C:19]([NH2:21])=O)[C:8]2[NH:9][C:10]3[C:15]([C:7]=2[CH2:6][CH2:5][O:4]1)=[CH:14][CH:13]=[CH:12][C:11]=3[CH2:16][CH3:17])[CH3:2].[H-].[H-].[H-].[H-].[Li+].[Al+3]>C1COCC1>[CH2:1]([C:3]1([CH2:18][CH:19]=[NH:21])[C:8]2[NH:9][C:10]3[C:15]([C:7]=2[CH2:6][CH2:5][O:4]1)=[CH:14][CH:13]=[CH:12][C:11]=3[CH2:16][CH3:17])[CH3:2] |f:1.2.3.4.5.6|. Procedure: A solution of compound 6 (119 mg, 0.42 mmol) in dry THF (3 mL) was added dropwise to 1M LiAlH4 in THF (624 μL, 0.62 mmol, 1.5 eq) and stirred for two hours at room temperature under argon. Another equivalent of 1M LiAlH4 in THF (420 μL, 0.42 mmol, 1.0 eq) was then added and the reaction was stirred overnight. The resulting mixture was then slowly quenched with EtOAc and poured over water to form an emulsion. The emulsion was filtered, and the aqueous layer was separated and extracted twice with ... Reactants: C1=CC=CC1 (cyclopentadiene), C12=C(CCC1)C(=O)OC2=O (1-cyclopentene-1,2-dicarboxylic acid anhydride), C(C)OCC (ethyl ether). Solvent: ClCCl (dichloromethane), ClCCl (dichloromethane). Yields the product desired product, C123C4C=CC(C1(C(OC2=O)=O)CCC3)C4 (8-oxa-tetracyclo[4.3.3.12,5.01,6]tridec-3-ene-7,9-dione). Reaction SMILES: C1[CH2:5][CH:4]=[CH:3]C=1.[C:6]12[C:14](=[O:15])[O:13][C:11](=[O:12])[C:7]=1[CH2:8][CH2:9][CH2:10]2.[CH2:16](OCC)[CH3:17]>ClCCl>[C:6]123[CH2:5][CH2:4][CH2:3][C:7]1([C:11](=[O:12])[O:13][C:14]2=[O:15])[CH:8]1[CH2:9][CH:10]3[CH:16]=[CH:17]1. Procedure details: The structure-directing agent (SDA) 8-azonia-8,8-diethyltetracyclo[4.3.3.12,5.01,6]tridec-3-ene cation is synthesized according to the procedure described below. To a solution of freshly cracked cyclopentadiene (40 grams) in 1200 ml of dichloromethane is added 1-cyclopentene-1,2-dicarboxylic acid anhydride (30 grams). The reaction is stirred at room temperature for several days. The desired product, 8-oxa-tetracyclo[4.3.3.12,5.01,6]tridec-3-ene-7,9-dione, is isolated by recrystallization (after ...